From a dataset of the Open Reaction Database (ORD), a public repository of structured organic reaction records. describe an organic reaction: reactants, conditions, products, and yield The reactants are BrB(Br)Br, COc1cccc(-c2nc3ccc(Br)cc3o2)c1, ClC(Cl)Cl, O. Product: Oc1cccc(-c2nc3ccc(Br)cc3o2)c1. As a reaction SMILES: [B:19]([Br:20])([Br:21])[Br:22].[Br:1][c:2]1[cH:3][c:4]2[c:5]([n:6][c:7](-[c:9]3[cH:10][c:11]([O:15][CH3:16])[cH:12][cH:13][cH:14]3)[o:8]2)[cH:17][cH:18]1.[CH:24]([Cl:25])([Cl:26])[Cl:27].[OH2:23]>>[Br:1][c:2]1[cH:3][c:4]2[c:5]([n:6][c:7](-[c:9]3[cH:10][c:11]([OH:15])[cH:12][cH:13][cH:14]3)[o:8]2)[cH:17][cH:18]1.